Dataset: the Open Reaction Database (ORD), a public repository of structured organic reaction records. Task: describe an organic reaction: reactants, conditions, products, and yield Reactants: C(C1=CC=CC=C1)N1CCC(CC1)N(C1=NC=CC=C1C=C(C)C)CC (1-Benzyl-4-[N-ethyl-N-(3-(2-methyl-1-propenyl)-2-pyridinyl)amino]piperidine), C1=CN(C=N1)C(=O)N2C=CN=C2 (CDI), N1C(=CC=C1)C(=O)O (pyrrole-2-carboxylic acid). The reagents and catalysts are [OH-].[OH-].[Pd+2] (Pearlman's catalyst). Yields the product N1C(=CC=C1)C(=O)N1CCC(CC1)N(C1=NC=CC=C1CCC)C (1-[Pyrrole-2-carbonyl]-4-[N-methyl-N-(3-(propyl)-2-pyridinyl)amino]piperidine). Reaction SMILES: C([N:8]1[CH2:13][CH2:12][CH:11]([N:14]([CH2:25]C)[C:15]2[C:20]([CH:21]=[C:22](C)[CH3:23])=[CH:19][CH:18]=[CH:17][N:16]=2)[CH2:10][CH2:9]1)C1C=CC=CC=1.C1N=CN(C(N2C=NC=C2)=O)C=1.[NH:39]1[CH:43]=[CH:42][CH:41]=[C:40]1[C:44]([OH:46])=O>[OH-].[OH-].[Pd+2]>[NH:39]1[CH:43]=[CH:42][CH:41]=[C:40]1[C:44]([N:8]1[CH2:13][CH2:12][CH:11]([N:14]([CH3:25])[C:15]2[C:20]([CH2:21][CH2:22][CH3:23])=[CH:19][CH:18]=[CH:17][N:16]=2)[CH2:10][CH2:9]1)=[O:46] |f:3.4.5|. Procedure: Following the general procedure of EXAMPLE 20 and making non-critical variations but starting with 1-benzyl-4-(N-methyl-N-(3-(1-propenyl)-2-pyridinyl)amino)piperidine (XXII, EXAMPLE 14, 0.46 g, mmol), Pearlman's catalyst (0.1 g), CDI (0.46 g, 2.85 mmol) and pyrrole-2-carboxylic acid (0.32 g, 2.85 mmol), the title compound is obtained, mp 88°-90°. Reactants: C(=O)(O)[O-].[Na+] (NaHCO3), ClC1=NC=C(C(=N1)N[C@@H](C)C1=CC(=CC=C1)OC)Cl (2,5-dichloro-N-[(1S)-1-(3-methoxyphenyl)ethyl]pyrimidin-4-amine), NC=1C=C(CO)C=CC1 (3-aminobenzyl alcohol), O.C1(=CC=C(C=C1)S(=O)(=O)O)C (p-toluenesulfonic acid monohydrate). The solvent is O1CCOCC1 (1,4-dioxane). Conditions: temperature 100 celsius. The product is ClC=1C(=NC(=NC1)NC=1C=C(C=CC1)CO)N[C@@H](C)C1=CC(=CC=C1)OC ({3-[(5-Chloro-4-{[(1S)-1-(3-methoxyphenyl)ethyl]amino}pyrimidin-2-yl)amino]phenyl}methanol). Isolated yield 91.5%. RXN SMILES: Cl[C:2]1[N:7]=[C:6]([NH:8][C@H:9]([C:11]2[CH:16]=[CH:15][CH:14]=[C:13]([O:17][CH3:18])[CH:12]=2)[CH3:10])[C:5]([Cl:19])=[CH:4][N:3]=1.[NH2:20][C:21]1[CH:22]=[C:23]([CH:26]=[CH:27][CH:28]=1)[CH2:24][OH:25].O.C1(C)C=CC(S(O)(=O)=O)=CC=1.C([O-])(O)=O.[Na+]>O1CCOCC1>[Cl:19][C:5]1[C:6]([NH:8][C@H:9]([C:11]2[CH:16]=[CH:15][CH:14]=[C:13]([O:17][CH3:18])[CH:12]=2)[CH3:10])=[N:7][C:2]([NH:20][C:21]2[CH:22]=[C:23]([CH2:24][OH:25])[CH:26]=[CH:27][CH:28]=2)=[N:3][CH:4]=1 |f:2.3,4.5|. Procedure details: To a solution of 2,5-dichloro-N-[(1S)-1-(3-methoxyphenyl)ethyl]pyrimidin-4-amine (0.70 g, 2.3 mmol) and 3-aminobenzyl alcohol (0.39 g, 3.2 mmol) in 1,4-dioxane (20.0 mL) was added p-toluenesulfonic acid monohydrate (0.16 g, 0.85 mmol). The mixture was heated at 100° C. for 16 hours and NaHCO3 (saturated aqueous solution) was added. The organic solvent was removed under vacuum and water/EtOAc was added. The aqueous layer was extracted with EtOAc twice. The combined organic layers were dried over ... The reactants are C(C)(=O)OCC1=NC(=C(C=C1)F)Br ((6-bromo-5-fluoropyridin-2-yl)methyl acetate), C([O-])([O-])=O.[K+].[K+] (potasium carbonate). The solvent is CO (methanol). Conditions: time 20.5 hour. Yields the product BrC1=C(C=CC(=N1)CO)F ((6-bromo-5-fluoropyridin-2-yl)methanol). The yield is 107.9%. RXN SMILES: C([O:4][CH2:5][C:6]1[CH:11]=[CH:10][C:9]([F:12])=[C:8]([Br:13])[N:7]=1)(=O)C.C(=O)([O-])[O-].[K+].[K+]>CO>[Br:13][C:8]1[N:7]=[C:6]([CH2:5][OH:4])[CH:11]=[CH:10][C:9]=1[F:12] |f:1.2.3|. Procedure details: To a solution of (6-bromo-5-fluoropyridin-2-yl)methyl acetate (240 mg) in methanol (2.50 mL) was added an aqueous solution of 1M potasium carbonate (1.64 mL) and the mixture was stirred at room temperature for 20.5 hr. After the solvent was distilled off under reduced pressure, water was added, followed by exraction with chloroform. The organic phase was separated out and the solvent was distilled off under reduced pressure to afford (6-bromo-5-fluoropyridin-2-yl)methanol (215 mg) as the residue... The reactants are CC(C)(C)N1C(=O)C(NCCCCc2ccccc2)=C(c2ccccc2)S1(=O)=O, ClCc1ccncc1. The product is O=C1C(NCCCCc2ccccc2)=C(c2ccccc2)S(=O)(=O)N1Cc1ccncc1. Reaction SMILES: [C:1]([CH3:2])([CH3:3])([CH3:4])[N:5]1[S:6](=[O:28])(=[O:29])[C:7]([c:22]2[cH:23][cH:24][cH:25][cH:26][cH:27]2)=[C:8]([NH:11][CH2:12][CH2:13][CH2:14][CH2:15][c:16]2[cH:17][cH:18][cH:19][cH:20][cH:21]2)[C:9]1=[O:10].[Cl:30][CH2:31][c:32]1[cH:33][cH:34][n:35][cH:36][cH:37]1>>[N:5]1([CH2:31][c:32]2[cH:33][cH:34][n:35][cH:36][cH:37]2)[S:6](=[O:28])(=[O:29])[C:7]([c:22]2[cH:23][cH:24][cH:25][cH:26][cH:27]2)=[C:8]([NH:11][CH2:12][CH2:13][CH2:14][CH2:15][c:16]2[cH:17][cH:18][cH:19][cH:20][cH:21]2)[C:9]1=[O:10]. Starting materials: C(C(C)(C)C)(=O)NC1=CC=C2C(=NC=NC2=C1)NC=C(C(=O)OC)C(=O)OC (dimethyl [[7-pivalamido-4-quinazolinylamino]methylene]propanedioate), CCCCCC (Hexane). Solvent: C1(=CC=CC=C1)OC1=CC=CC=C1 (diphenyl ether). Conditions: temperature 250 celsius, time 15 minute. Product: O=C1C(=CN=C2N1C=NC=1C=C(C=CC21)NC(C(C)(C)C)=O)C(=O)OC (methyl 4-oxo-9-pivalamido-4H-pirimido[1,2-C]quinazoline-3-carboxylate). Yield: 47.5%. RXN SMILES: [C:1]([NH:7][C:8]1[CH:17]=[C:16]2[C:11]([C:12]([NH:18][CH:19]=[C:20]([C:25]([O:27]C)=O)[C:21]([O:23][CH3:24])=[O:22])=[N:13][CH:14]=[N:15]2)=[CH:10][CH:9]=1)(=[O:6])[C:2]([CH3:5])([CH3:4])[CH3:3].CCCCCC>C1(OC2C=CC=CC=2)C=CC=CC=1>[O:27]=[C:25]1[N:13]2[CH:14]=[N:15][C:16]3[CH:17]=[C:8]([NH:7][C:1](=[O:6])[C:2]([CH3:4])([CH3:5])[CH3:3])[CH:9]=[CH:10][C:11]=3[C:12]2=[N:18][CH:19]=[C:20]1[C:21]([O:23][CH3:24])=[O:22]. Procedure details: A mixture of dimethyl [[7-pivalamido-4-quinazolinylamino]methylene]propanedioate (11.7 g) in diphenyl ether (58 ml) was stirred at 250° C. for 15 minutes and cooled to ambient temperature. Hexane was added to the reaction mixture. The resulting crystals were collected by filtration, washed with hexane, and dried. The crystals were dissolved in a mixture of chloroform and ethanol under heating. The solution was filtered to remove insoluble materials. The filtrate was concentrated under reduced pr...